describe an organic reaction: reactants, conditions, products, and yield From a dataset of the Open Reaction Database (ORD), a public repository of structured organic reaction records. Reactants: [Li]CCCC, COCNC(=O)c1ccncc1, COc1ccccc1OC, C1CCOC1. The product is COc1cccc(C(=O)c2ccncc2)c1OC. RXN SMILES: [CH3:11][CH2:12][CH2:13][CH2:14][Li:15].[CH3:16][O:17][CH2:18][NH:19][C:20](=[O:21])[c:22]1[cH:23][cH:24][n:25][cH:26][cH:27]1.[CH3:1][O:2][c:3]1[cH:4][cH:5][cH:6][cH:7][c:8]1[O:9][CH3:10].[O:28]1[CH2:29][CH2:30][CH2:31][CH2:32]1>>[CH3:1][O:2][c:3]1[c:4]([C:20](=[O:21])[c:22]2[cH:23][cH:24][n:25][cH:26][cH:27]2)[cH:5][cH:6][cH:7][c:8]1[O:9][CH3:10]. Starting materials: C(C)NC(NN)=S (4-ethyl-thiosemicarbazide), FC1=CC=C(C(CCl)=O)C=C1 (4-fluorophenacyl chloride). The solvent is CO (methanol). The product is Cl.C(C)NC=1SCC(=NN1)C1=CC=C(C=C1)F (N-Ethyl-5-(4-fluorophenyl)-6H-1,3,4-thiadiazin-2-amine hydrochloride). As a reaction SMILES: [CH2:1]([NH:3][C:4](=[S:7])[NH:5][NH2:6])[CH3:2].[F:8][C:9]1[CH:18]=[CH:17][C:12]([C:13](=O)[CH2:14][Cl:15])=[CH:11][CH:10]=1>CO>[ClH:15].[CH2:1]([NH:3][C:4]1[S:7][CH2:14][C:13]([C:12]2[CH:17]=[CH:18][C:9]([F:8])=[CH:10][CH:11]=2)=[N:6][N:5]=1)[CH3:2] |f:3.4|. Procedure: 11.19 g of 4-ethyl-thiosemicarbazide and 17.6 g of 4-fluorophenacyl chloride are heated and stirred under reflux (65° C.) in 400 ml of methanol for 30 minutes in a one liter round bottom flask equipped with a magnetic stirring bar and a condenser protected by a CaCl2 drying tube. The solution is allowed to cool to room temperature and is then concentrated to a yellow solid residue. The residue is recrystallized from methanol/butanone yielding 21.0 g (75.5%) of N-ethyl-5-(4-fluorophenyl)-6H-1,3,4... Reaction SMILES: [C:1]([CH3:2])([CH3:3])([CH3:4])[c:5]1[cH:6][c:7]([C:8](=[O:9])[OH:10])[cH:11][c:12]([I:15])[c:13]1[OH:14].[CH2:23]1[O:24][CH2:25][CH2:26][CH2:27]1.[CH3:21][OH:22].[S:16](=[O:17])(=[O:18])([OH:19])[OH:20]>>[C:1]([CH3:2])([CH3:3])([CH3:4])[c:5]1[cH:6][c:7]([C:8](=[O:9])[O:10][CH3:21])[cH:11][c:12]([I:15])[c:13]1[OH:14]. Reactants: CC(C)(C)c1cc(C(=O)O)cc(I)c1O, C1CCOC1, CO, O=S(=O)(O)O. The product is COC(=O)c1cc(I)c(O)c(C(C)(C)C)c1.